This data is from the Open Reaction Database (ORD), a public repository of structured organic reaction records. The task is: describe an organic reaction: reactants, conditions, products, and yield Starting materials: ice, BrC1=CC=C2CCN(CC2=C1)CCCCNC(C1=CC=C(C=C1)C1=CC=CC=C1)=O (7-Bromo-2-(4-(4-phenylbenzoylamino)butyl)-1,2,3,4-tetrahydroisoquinoline), [Cu]C#N (copper (I) cyanide), N (ammonia). Solvent: CN1C(CCC1)=O (N-methyl-2-pyrrolidinone). Product: C(#N)C1=CC=C2CCN(CC2=C1)CCCCNC(C1=CC=C(C=C1)C1=CC=CC=C1)=O (7-Cyano-2-(4-(4-phenylbenzoylamino)butyl)-1,2,3,4-tetrahydroisoquinoline). Isolated yield 46.5%. As a reaction SMILES: Br[C:2]1[CH:11]=[C:10]2[C:5]([CH2:6][CH2:7][N:8]([CH2:12][CH2:13][CH2:14][CH2:15][NH:16][C:17](=[O:30])[C:18]3[CH:23]=[CH:22][C:21]([C:24]4[CH:29]=[CH:28][CH:27]=[CH:26][CH:25]=4)=[CH:20][CH:19]=3)[CH2:9]2)=[CH:4][CH:3]=1.[Cu][C:32]#[N:33].N>CN1CCCC1=O>[C:32]([C:2]1[CH:11]=[C:10]2[C:5]([CH2:6][CH2:7][N:8]([CH2:12][CH2:13][CH2:14][CH2:15][NH:16][C:17](=[O:30])[C:18]3[CH:19]=[CH:20][C:21]([C:24]4[CH:25]=[CH:26][CH:27]=[CH:28][CH:29]=4)=[CH:22][CH:23]=3)[CH2:9]2)=[CH:4][CH:3]=1)#[N:33]. Reported procedure: A mixture of 7-Bromo-2-(4-(4-phenylbenzoylamino)butyl)-1,2,3,4-tetrahydroisoquinoline (3.84 g, 8.3 mmol) and copper (I) cyanide (1.04 g, 11.4 mmol) in N-methyl-2-pyrrolidinone (20 ml) was heated at reflux for 1.5 h. The cooled mixture was poured onto 0.880 ammonia (50 ml) and crushed ice (~50 g) with stirring. The product was extracted into ethyl acetate (100 ml) and washed further with 0.880 ammonia (2×30 ml), then brine. Drying (Na2SO4) and evaporation of the solvent in vacuo afforded a brown ... Reported procedure: Using General Method A, benzo[d]isoxazol-3-amine (500 mg, 3.37 mmol) and Troc-Cl (1.185 g, 5.59 mmol) were combined, purified by column chromatography (ethyl acetate/hexanes), triturated with hexanes (30 mL), filtered and dried to afford 2,2,2-trichloroethyl benzo[d]isoxazol-3-ylcarbamate. 1H NMR (300 MHz, DMSO-d6): δ 5.15 (s, 2 H), 7.50 (t, 1 H), 7.77-7.83 (m, 2 H), 8.16 (d, 1 H), 11.51 (s, 1 H); MS (ESI) m/z: 310.9 (M+H+). The product is O1N=C(C2=C1C=CC=C2)NC(OCC(Cl)(Cl)Cl)=O (2,2,2-trichloroethyl benzo[d]isoxazol-3-ylcarbamate). The reactants are O1N=C(C2=C1C=CC=C2)N (benzo[d]isoxazol-3-amine), C(=O)(OCC(Cl)(Cl)Cl)Cl (Troc-Cl). Reaction SMILES: [O:1]1[C:5]2[CH:6]=[CH:7][CH:8]=[CH:9][C:4]=2[C:3]([NH2:10])=[N:2]1.[C:11](Cl)([O:13][CH2:14][C:15]([Cl:18])([Cl:17])[Cl:16])=[O:12]>>[O:1]1[C:5]2[CH:6]=[CH:7][CH:8]=[CH:9][C:4]=2[C:3]([NH:10][C:11](=[O:12])[O:13][CH2:14][C:15]([Cl:18])([Cl:17])[Cl:16])=[N:2]1. The reactants are [N+](=O)([O-])C=1C=NNC1N1CCC(=CC1)O[Si](C)(C)C (1-(4-nitro-1H-pyrazol-5-yl)-4-(trimethylsilyloxy)-1,2,3,6-tetrahydropyridine), [B-](F)(F)(F)F.[B-](F)(F)(F)F.C1C[N+]2(CC[N+]1(CC2)CCl)F (SelectFluor). The solvent is C(C)#N (acetonitrile). The product is FC1CN(CCC1=O)C1=C(C=NN1)[N+](=O)[O-] (3-fluoro-1-(4-nitro-1H-pyrazol-5-yl)piperidin-4-one). RXN SMILES: [N+:1]([C:4]1[CH:5]=[N:6][NH:7][C:8]=1[N:9]1[CH2:14][CH:13]=[C:12]([O:15][Si](C)(C)C)[CH2:11][CH2:10]1)([O-:3])=[O:2].[B-](F)(F)(F)[F:21].[B-](F)(F)(F)F.C1[N+]2(CCl)CC[N+](F)(CC2)C1>C(#N)C>[F:21][CH:11]1[C:12](=[O:15])[CH2:13][CH2:14][N:9]([C:8]2[NH:7][N:6]=[CH:5][C:4]=2[N+:1]([O-:3])=[O:2])[CH2:10]1 |f:1.2.3|. Reported procedure: FIG. 10 shows an exemplary synthesis of 3-fluoro-1-(4-nitro-1H-pyrazol-5-yl)azepan-4-amine 52 from 5-chloro-4-nitro-1H-pyrazole 3. Heating 3 with piperidin-4-one hydrochloride hydrate and potassium fluoride in a suitable solvent such as dimethylsulfoxide or using methods described in the literature gives 1-(4-nitro-1H-pyrazol-5-yl)piperidin-4-one 46. Heating 46 with trimethylsilyl chloride and triethylamine in a suitable solvent such as DMF or using methods described in the literature gives 1-(4... Starting materials: COC(C[C@H]1CCN2C1=CC=1C(=CC(=CC21)F)C(C)C)=O (methyl[(1R)-6-fluoro-8-isopropyl-2,3-dihydro-1H-pyrrolo[1,2-a]indol-1-yl]acetate), C1=C(C=CC2=CC=CC=C12)C(=O)Cl (2-naphthoyl chloride). The product is FC=1C=C(C=2C(=C3N(C2C1)CC[C@@H]3CC(=O)O)C(=O)C3=CC1=CC=CC=C1C=C3)C(C)C ([(1R)-6-FLUORO-8-ISOPROPYL-9-(2-NAPHTHOYL)-2,3-DIHYDRO-1H-PYRROLO[1,2-a]INDOL-YL]ACETIC ACID). As a reaction SMILES: C[O:2][C:3](=[O:21])[CH2:4][C@@H:5]1[C:9]2=[CH:10][C:11]3[C:12]([CH:18]([CH3:20])[CH3:19])=[CH:13][C:14]([F:17])=[CH:15][C:16]=3[N:8]2[CH2:7][CH2:6]1.[CH:22]1[C:31]2[C:26](=[CH:27][CH:28]=[CH:29][CH:30]=2)[CH:25]=[CH:24][C:23]=1[C:32](Cl)=[O:33]>>[F:17][C:14]1[CH:13]=[C:12]([CH:18]([CH3:19])[CH3:20])[C:11]2[C:10]([C:32]([C:23]3[CH:24]=[CH:25][C:26]4[C:31](=[CH:30][CH:29]=[CH:28][CH:27]=4)[CH:22]=3)=[O:33])=[C:9]3[C@@H:5]([CH2:4][C:3]([OH:2])=[O:21])[CH2:6][CH2:7][N:8]3[C:16]=2[CH:15]=1. Procedure details: Starting from methyl[(1R)-6-fluoro-8-isopropyl-2,3-dihydro-1H-pyrrolo[1,2-a]indol-1-yl]acetate (Example 44A, Step 1) and 2-naphthoyl chloride, the title compound was synthesized following the procedures described in Step 1′ of Example 61 and Step 10 of Example 7. Product: BrC=1N=C2C(=NC1)NC=C2C (2-bromo-7-methyl-5H-pyrrolo[2,3-b]pyrazine). The solvent is CN(C)C=O (DMF). Reaction SMILES: [CH2:1]([NH:4][C:5]1[C:10](Br)=[N:9][C:8]([Br:12])=[CH:7][N:6]=1)[CH:2]=[CH2:3].C([O-])=O.[Na+]>CN(C=O)C.CC([O-])=O.CC([O-])=O.[Pd+2]>[Br:12][C:8]1[N:9]=[C:10]2[C:2]([CH3:3])=[CH:1][NH:4][C:5]2=[N:6][CH:7]=1 |f:1.2,4.5.6|. Isolated yield 11.0%. Conditions: temperature 50 celsius. Starting materials: C(C=C)NC1=NC=C(N=C1Br)Br (allyl-(3,5-dibromo-pyrazin-2-yl)-amine), TEA, C(=O)[O-].[Na+] (sodium formate). Reagents/catalysts: CC(=O)[O-].CC(=O)[O-].[Pd+2] (Pd(OAc)2). Procedure: The mixture of allyl-(3,5-dibromo-pyrazin-2-yl)-amine (3.51 g, 12.0 mmol), TEA (4 mL, 28.8 mmol), sodium formate (204 mg, 3.00 mmol), Bu4NH4Br (580 mg, 1.80 mmol), and Pd(OAc)2 (269 mg, 1.20 mmol) in 24 mL of DMF was heated at 50° C. overnight then cooled to RT. The reaction mixture was partitioned between EtOAc and brine. The organic layer was dried (MgSO4), concentrated, and purified by SiO2 chromatography (120 g SiO2, hexanes/EtOAc 0-70% EtOAc) to give 0.279 g of 2-bromo-7-methyl-5H-pyrrolo[2... Starting materials: C1CCOC1, CC(C)(C)[O-], CC(C)(C)OC(=O)NCCCn1c(CCl)nc2cnc3ccccc3c21, [K+]. The product is CC(C)(C)OC(=O)N1CCCn2c(nc3cnc4ccccc4c32)C1. RXN SMILES: [CH2:33]1[O:34][CH2:35][CH2:36][CH2:37]1.[CH3:1][C:2]([CH3:3])([O-:4])[CH3:5].[Cl:7][CH2:8][c:9]1[n:10]([CH2:22][CH2:23][CH2:24][NH:25][C:26]([O:27][C:28]([CH3:29])([CH3:30])[CH3:31])=[O:32])[c:11]2[c:12]([cH:13][n:14][c:15]3[cH:16][cH:17][cH:18][cH:19][c:20]23)[n:21]1.[K+:6]>>[CH2:8]1[c:9]2[n:10]([c:11]3[c:12]([cH:13][n:14][c:15]4[cH:16][cH:17][cH:18][cH:19][c:20]34)[n:21]2)[CH2:22][CH2:23][CH2:24][N:25]1[C:26]([O:27][C:28]([CH3:29])([CH3:30])[CH3:31])=[O:32]. Reactants: C1CCOC1, CC(C)OC(=O)N=NC(=O)OC(C)C, OC1CCCCC1, COC(=O)C1=Cc2cc(O)ccc2CCC1, c1ccc(P(c2ccccc2)c2ccccc2)cc1. The product is COC(=O)C1=Cc2cc(OC3CCCCC3)ccc2CCC1. Reaction SMILES: [CH2:57]1[O:58][CH2:59][CH2:60][CH2:61]1.[O:43]=[C:44]([O:45][CH:46]([CH3:47])[CH3:48])[N:49]=[N:50][C:51]([O:52][CH:53]([CH3:54])[CH3:55])=[O:56].[OH:20][CH:21]1[CH2:22][CH2:23][CH2:24][CH2:25][CH2:26]1.[OH:27][c:28]1[cH:29][cH:30][c:31]2[c:32]([cH:42]1)[CH:33]=[C:34]([C:38](=[O:39])[O:40][CH3:41])[CH2:35][CH2:36][CH2:37]2.[c:1]1([P:2]([c:3]2[cH:4][cH:5][cH:6][cH:7][cH:8]2)[c:9]2[cH:10][cH:11][cH:12][cH:13][cH:14]2)[cH:15][cH:16][cH:17][cH:18][cH:19]1>>[O:20]([CH:21]1[CH2:22][CH2:23][CH2:24][CH2:25][CH2:26]1)[c:28]1[cH:29][cH:30][c:31]2[c:32]([cH:42]1)[CH:33]=[C:34]([C:38](=[O:39])[O:40][CH3:41])[CH2:35][CH2:36][CH2:37]2.